Dataset: the Open Reaction Database (ORD), a public repository of structured organic reaction records. Task: describe an organic reaction: reactants, conditions, products, and yield The reactants are FC=1C(=NC=C(C1)F)C(=O)O (3,5-Difluoropicolinic acid), CO (MeOH), Cl (HCl). The solvent is O1CCOCC1 (1,4-dioxane). Run at temperature 60 celsius. Product: COC(=O)C1=NC=C(C=C1F)F (3,5-Difluoro-pyridine-2-carboxylic acid methyl ester). Yield: 86.0%. As a reaction SMILES: [F:1][C:2]1[C:3]([C:9]([OH:11])=[O:10])=[N:4][CH:5]=[C:6]([F:8])[CH:7]=1.Cl.[CH3:13]O>O1CCOCC1>[CH3:13][O:10][C:9]([C:3]1[C:2]([F:1])=[CH:7][C:6]([F:8])=[CH:5][N:4]=1)=[O:11]. Procedure: 3,5-Difluoropicolinic acid (1.40 g, 8.78 mmol) was dissolved in 30 mL MeOH and 0.5 mL 4.0 M HCl in 1,4-dioxane. The mixture was heated at 60° C. for 1.5 h and concentrated. Saturated aqueous NaHCO3 was added. The mixture was extracted with EtOAc, dried over Na2SO4, and concentrated to give a yellow solid (1.30 g, 86% yield). 1H NMR (400 MHz, CDCl3) δ 8.48 (d, J=2.27 Hz, 1 H) 7.28-7.47 (m, 1 H) 4.03 (s, 3 H); LCMS for C7H5F2NO2 m/z 174.00 (M+H+). Starting materials: CC(=O)OC1c2ccccc2Oc2ccccc21, CN(C)CCC1CCCCN1, c1ccccc1. Product: CN(C)CCC1CCCCN1C1c2ccccc2Oc2ccccc21. As a reaction SMILES: [C:12]([O:13][CH:16]1[c:17]2[cH:18][cH:19][cH:20][cH:21][c:22]2[O:23][c:24]2[cH:25][cH:26][cH:27][cH:28][c:29]21)(=[O:14])[CH3:15].[CH3:1][N:2]([CH2:3][CH2:4][CH:5]1[NH:6][CH2:7][CH2:8][CH2:9][CH2:10]1)[CH3:11].[cH:30]1[cH:31][cH:32][cH:33][cH:34][cH:35]1>>[CH3:1][N:2]([CH2:3][CH2:4][CH:5]1[N:6]([CH:16]2[c:17]3[cH:18][cH:19][cH:20][cH:21][c:22]3[O:23][c:24]3[cH:25][cH:26][cH:27][cH:28][c:29]32)[CH2:7][CH2:8][CH2:9][CH2:10]1)[CH3:11]. Reactants: C(C=1C(N)=CC=CC1)(=O)O (Anthranilic acid), C(C)(=O)OC(C)=O (acetic anhydride), C([O-])(O)=O.[Na+] (sodium bicarbonate). Yields the product CC=1OC(C2=C(N1)C=CC=C2)=O (2-methyl 4H-benzo[d][1,3]oxazin-4-one). RXN SMILES: [C:1]([OH:10])(=[O:9])[C:2]1[C:3](=[CH:5][CH:6]=[CH:7][CH:8]=1)[NH2:4].[C:11](OC(=O)C)(=O)[CH3:12].C(=O)(O)[O-].[Na+]>>[CH3:11][C:12]1[O:9][C:1](=[O:10])[C:2]2[CH:8]=[CH:7][CH:6]=[CH:5][C:3]=2[N:4]=1 |f:2.3|. Procedure: 4-iodo-2-methylbenzenamine (24, 233 mg, 1 mmol) on reaction with ethynyl benzene (25a, 102 mg, 1 mmol) by employing Sonagashira coupling conditions using Pd(PPh3)4 (69.3 mg, 0.06 equiv) as catalyst, CuI (22.8 mg, 0.12 equiv) as cocatalyst, butyl amine (261 mg, 3 equiv) as base and ether as solvent and kept the reaction for 6 h. After completion of the reaction as indicated by TLC and the reaction mixture is extracted into ether (4×25 mL) from the aqueous layer and concentrated in vacuo. The comp... Reactants: O=S1(=O)CC(N2CCc3c(Br)cccc3C2)C1, [K+], [K+], [K+], C1COCCO1, O=C(C=Cc1ccccc1)C=Cc1ccccc1, O=C(C=Cc1ccccc1)C=Cc1ccccc1, O=C(C=Cc1ccccc1)C=Cc1ccccc1, O=P([O-])([O-])[O-], [Pd], [Pd], Cc1ccc(N)cc1-c1cc2ccccc2cn1. Reaction SMILES: [Br:1][c:2]1[c:3]2[c:8]([cH:9][cH:10][cH:11]1)[CH2:7][N:6]([CH:12]1[CH2:13][S:14](=[O:16])(=[O:17])[CH2:15]1)[CH2:5][CH2:4]2.[K+:41].[K+:42].[K+:43].[O:100]1[CH2:101][CH2:102][O:103][CH2:104][CH2:105]1.[O:46]=[C:47]([CH:48]=[CH:49][c:50]1[cH:51][cH:52][cH:53][cH:54][cH:55]1)[CH:56]=[CH:57][c:58]1[cH:59][cH:60][cH:61][cH:62][cH:63]1.[O:64]=[C:65]([CH:66]=[CH:67][c:68]1[cH:69][cH:70][cH:71][cH:72][cH:73]1)[CH:74]=[CH:75][c:76]1[cH:77][cH:78][cH:79][cH:80][cH:81]1.[O:82]=[C:83]([CH:84]=[CH:85][c:86]1[cH:87][cH:88][cH:89][cH:90][cH:91]1)[CH:92]=[CH:93][c:94]1[cH:95][cH:96][cH:97][cH:98][cH:99]1.[P:36]([O-:37])([O-:38])([O-:39])=[O:40].[Pd:44].[Pd:45].[cH:18]1[n:19][c:20](-[c:28]2[cH:29][c:30]([NH2:31])[cH:32][cH:33][c:34]2[CH3:35])[cH:21][c:22]2[cH:23][cH:24][cH:25][cH:26][c:27]12>>[c:2]1([NH:31][c:30]2[cH:29][c:28](-[c:20]3[n:19][cH:18][c:27]4[c:22]([cH:21]3)[cH:23][cH:24][cH:25][cH:26]4)[c:34]([CH3:35])[cH:33][cH:32]2)[c:3]2[c:8]([cH:9][cH:10][cH:11]1)[CH2:7][N:6]([CH:12]1[CH2:13][S:14](=[O:16])(=[O:17])[CH2:15]1)[CH2:5][CH2:4]2. Yields the product Cc1ccc(Nc2cccc3c2CCN(C2CS(=O)(=O)C2)C3)cc1-c1cc2ccccc2cn1. The reactants are Cl.C(C)(=O)OCC (Hydrochloric acid ethyl acetate), C(C1=CC=CC=C1)N1CCN(CC1)C(=O)OCC1CC=CCC1C(=O)NCCCCCCCCCCCCCCCCCC ({6-[(octadecylamino)carbonyl]-3-cyclohexenyl}methyl 4-benzyltetrahydro-1(2H)-pyrazine carboxylate). The solvent is C(C)(=O)OCC (ethyl acetate). The product is Cl.C(C1=CC=CC=C1)N1CCN(CC1)C(=O)OCC1CC=CCC1C(=O)NCCCCCCCCCCCCCCCCCC ({6-[(Octadecylamino)carbonyl]-3-cyclohexenyl}methyl 4-benzyltetrahydro-1(2H)-pyrazinecarboxylate hydrochloride). RXN SMILES: [ClH:1].C(OCC)(=O)C.[CH2:8]([N:15]1[CH2:20][CH2:19][N:18]([C:21]([O:23][CH2:24][CH:25]2[CH:30]([C:31]([NH:33][CH2:34][CH2:35][CH2:36][CH2:37][CH2:38][CH2:39][CH2:40][CH2:41][CH2:42][CH2:43][CH2:44][CH2:45][CH2:46][CH2:47][CH2:48][CH2:49][CH2:50][CH3:51])=[O:32])[CH2:29][CH:28]=[CH:27][CH2:26]2)=[O:22])[CH2:17][CH2:16]1)[C:9]1[CH:14]=[CH:13][CH:12]=[CH:11][CH:10]=1>C(OCC)(=O)C>[ClH:1].[CH2:8]([N:15]1[CH2:16][CH2:17][N:18]([C:21]([O:23][CH2:24][CH:25]2[CH:30]([C:31]([NH:33][CH2:34][CH2:35][CH2:36][CH2:37][CH2:38][CH2:39][CH2:40][CH2:41][CH2:42][CH2:43][CH2:44][CH2:45][CH2:46][CH2:47][CH2:48][CH2:49][CH2:50][CH3:51])=[O:32])[CH2:29][CH:28]=[CH:27][CH2:26]2)=[O:22])[CH2:19][CH2:20]1)[C:9]1[CH:10]=[CH:11][CH:12]=[CH:13][CH:14]=1 |f:0.1,4.5|. Reported procedure: 4N Hydrochloric acid/ethyl acetate solution (1.28 ml) was added to a solution of {6-[(octadecylamino)carbonyl]-3-cyclohexenyl}methyl 4-benzyltetrahydro-1(2H)-pyrazine carboxylate (2.600 g) in ethyl acetate (26 ml). After being stirred for half an hour at room temperature, the reaction mixture was concentrated. The residue was recrystallized with ethyl acetate-ethanol mixed solution, thereby yielding the entitled compound (2.412 g) as white solid. The reactants are FC=1C(=NC2=CC=CC(=C2N1)C1=CC=2C(NCC(C2N1)C)=O)C (rac-2-(3-fluoro-2-methylquinoxalin-5-yl)-7-methyl-6,7-dihydro-1H-pyrrolo[3,2-c]pyridin-4(5H)-one), CNC (dimethylamine), CNC (dimethylamine). The solvent is O (water), CS(=O)C (DMSO). Run at temperature 60 celsius, time 18 hour. The product is CN(C=1C(=NC2=CC=CC(=C2N1)C1=CC=2C(NCC(C2N1)C)=O)C)C (rac-2-(3-(dimethylamino)-2-methylquinoxalin-5-yl)-7-methyl-6,7-dihydro-1H-pyrrolo[3,2-c]pyridin-4(5H)-one). Isolated yield 66.0%. Reaction SMILES: F[C:2]1[C:3]([CH3:23])=[N:4][C:5]2[C:10]([N:11]=1)=[C:9]([C:12]1[NH:20][C:19]3[CH:18]([CH3:21])[CH2:17][NH:16][C:15](=[O:22])[C:14]=3[CH:13]=1)[CH:8]=[CH:7][CH:6]=2.[CH3:24][NH:25][CH3:26]>CS(C)=O.O>[CH3:24][N:25]([CH3:26])[C:2]1[C:3]([CH3:23])=[N:4][C:5]2[C:10]([N:11]=1)=[C:9]([C:12]1[NH:20][C:19]3[CH:18]([CH3:21])[CH2:17][NH:16][C:15](=[O:22])[C:14]=3[CH:13]=1)[CH:8]=[CH:7][CH:6]=2. Procedure details: A solution of rac-2-(3-fluoro-2-methylquinoxalin-5-yl)-7-methyl-6,7-dihydro-1H-pyrrolo[3,2-c]pyridin-4(5H)-one (Example 156; 32.0 mg, 0.103 mmol) and dimethylamine (2.0M in THF; 0.155 mL, 0.309 mmol) in DMSO (0.8 mL) was stirred under argon in a sealed microwave flask at 25° C. for 10 min, then at 60° C. for 18 h. Additional dimethylamine (2.0M in THF; 0.155 mL, 0.309 mmol) was added, and the resulting mixture was stirred under argon in a sealed microwave flask at 60° C. for 4.5 h. The reaction ... The reactants are OC1=CC=C(C=C1)N=NC1=CC=CC=C1 (p-hydroxyazobenzene), BrC(CCCCC)Br (dibromohexane), C([O-])([O-])=O.[K+].[K+] (potassium carbonate), [I-].[K+] (potassium iodide). Solvent: CC(=O)C (acetone), CC(=O)C (acetone). Run at time 4.5 hour. Yields the product BrCCCCCCOC1=CC=C(C=C1)N=NC1=CC=CC=C1 (p-(6-bromohexoxy)azobenzene). Reaction SMILES: Br[CH:2]([Br:8])[CH2:3][CH2:4][CH2:5][CH2:6][CH3:7].C(=O)([O-])[O-].[K+].[K+].[I-].[K+].[OH:17][C:18]1[CH:23]=[CH:22][C:21]([N:24]=[N:25][C:26]2[CH:31]=[CH:30][CH:29]=[CH:28][CH:27]=2)=[CH:20][CH:19]=1>CC(C)=O>[Br:8][CH2:2][CH2:3][CH2:4][CH2:5][CH2:6][CH2:7][O:17][C:18]1[CH:19]=[CH:20][C:21]([N:24]=[N:25][C:26]2[CH:31]=[CH:30][CH:29]=[CH:28][CH:27]=2)=[CH:22][CH:23]=1 |f:1.2.3,4.5|. Reported procedure: A mixture of 454 g. (1.86 mol) of dibromohexane, 128.5 g of potassium carbonate and about 0.2 g of potassium iodide in 460 ml of acetone is heated to the boil. A solution of 36.9 g. (0.186 mol) of p-hydroxyazobenzene in 330 ml of acetone is then added in several portions. In order to prevent delays in boiling, the mixture is stirred constantly. After about 4.5 hours, the reaction is terminated, the still-hot solution is filtered, and a little dye is washed out of the filtered-off inorganic salts...